Dataset: the Open Reaction Database (ORD), a public repository of structured organic reaction records. Task: describe an organic reaction: reactants, conditions, products, and yield As a reaction SMILES: [C:4](=[O:5])([O-:6])[OH:7].[CH2:1]1[CH2:2][NH:3]1.[Cl:22][CH:23]([Cl:24])[Cl:25].[Na+:20].[Na+:8].[OH-:19].[OH2:21].[OH:9][c:10]1[c:11]([C:12](=[O:13])[Cl:14])[cH:15][cH:16][cH:17][cH:18]1>>[CH2:1]1[CH2:2][N:3]1[C:12]([c:11]1[c:10]([OH:9])[cH:18][cH:17][cH:16][cH:15]1)=[O:13]. The reactants are O=C([O-])O, C1CN1, ClC(Cl)Cl, [Na+], [Na+], [OH-], O, O=C(Cl)c1ccccc1O. The product is O=C(c1ccccc1O)N1CC1. Starting materials: Cc1c(C)c2c(c(C)c1O)CCC1(CCC1)O2, O=C(Cl)CCl, ClCCl, [Na+], [OH-]. Product: Cc1c(C)c2c(c(C)c1OC(=O)CCl)CCC1(CCC1)O2. Reaction SMILES: [CH3:1][c:2]1[c:3]2[c:8]([c:9]([CH3:14])[c:10]([CH3:13])[c:11]1[OH:12])[O:7][C:6]1([CH2:5][CH2:4]2)[CH2:15][CH2:16][CH2:17]1.[Cl:20][CH2:21][C:22](=[O:23])[Cl:24].[Cl:25][CH2:26][Cl:27].[Na+:19].[OH-:18]>>[CH3:1][c:2]1[c:3]2[c:8]([c:9]([CH3:14])[c:10]([CH3:13])[c:11]1[O:12][C:22]([CH2:21][Cl:20])=[O:23])[O:7][C:6]1([CH2:5][CH2:4]2)[CH2:15][CH2:16][CH2:17]1. The reactants are CN(C)C=O, CC(C)O, C=CC(=O)Nc1cc(C)c(I)cc1C, O=C(Nc1ccccc1-c1ccccc1)OC1CCNCC1. Yields the product Cc1cc(NC(=O)CCN2CCC(OC(=O)Nc3ccccc3-c3ccccc3)CC2)c(C)cc1I. As a reaction SMILES: [CH3:15][N:16]([CH3:17])[CH:18]=[O:19].[CH:42]([OH:43])([CH3:44])[CH3:45].[I:1][c:2]1[cH:3][c:4]([CH3:14])[c:5]([NH:9][C:10]([CH:11]=[CH2:12])=[O:13])[cH:6][c:7]1[CH3:8].[NH:20]1[CH2:21][CH2:22][CH:23]([O:26][C:27]([NH:28][c:29]2[c:30](-[c:35]3[cH:36][cH:37][cH:38][cH:39][cH:40]3)[cH:31][cH:32][cH:33][cH:34]2)=[O:41])[CH2:24][CH2:25]1>>[I:1][c:2]1[cH:3][c:4]([CH3:14])[c:5]([NH:9][C:10]([CH2:11][CH2:12][N:20]2[CH2:21][CH2:22][CH:23]([O:26][C:27]([NH:28][c:29]3[c:30](-[c:35]4[cH:36][cH:37][cH:38][cH:39][cH:40]4)[cH:31][cH:32][cH:33][cH:34]3)=[O:41])[CH2:24][CH2:25]2)=[O:13])[cH:6][c:7]1[CH3:8]. Reactants: C(C)(C)(C)O (t-butyl alcohol), N1=CC=CC=C1 (pyridine), CC1=C(C=CC=C1)CC(=O)Cl ((2-methylphenyl)acetyl chloride), BrC(C(=O)Cl)C1=C(C=CC=C1)CBr (2-bromo-(2-bromomethylphenyl)acetyl chloride). Run in CCOCC (ether). Reaction conditions: temperature 0 celsius. Yields the product Cl.C1(NCC2CCCCC12)C(=O)OC(C)(C)C (t-butyl octahydro-1H-isoindole-1-carboxylate hydrochloride), BrC(C(=O)OC(C)(C)C)C1=C(C=CC=C1)CBr (t-Butyl 2-bromo-(2-bromomethylphenyl)acetate). As a reaction SMILES: CC1C=CC=CC=1CC([Cl:11])=O.[Br:12][CH:13]([C:17]1[CH:22]=[CH:21][CH:20]=[CH:19][C:18]=1[CH2:23][Br:24])[C:14](Cl)=[O:15].[C:25]([OH:29])([CH3:28])([CH3:27])[CH3:26].[N:30]1C=CC=CC=1>CCOCC>[ClH:11].[CH:13]1([C:14]([O:29][C:25]([CH3:28])([CH3:27])[CH3:26])=[O:15])[CH:17]2[CH:18]([CH2:19][CH2:20][CH2:21][CH2:22]2)[CH2:23][NH:30]1.[Br:12][CH:13]([C:17]1[CH:22]=[CH:21][CH:20]=[CH:19][C:18]=1[CH2:23][Br:24])[C:14]([O:29][C:25]([CH3:28])([CH3:27])[CH3:26])=[O:15] |f:5.6|. Reported procedure: The t-butyl octahydro-1H-isoindole-1-carboxylate hydrochloride is prepared as follows. Following a procedure given in Gazz. Chim. Ital, 106, 65(1976), 56 g of (2-methylphenyl)acetyl chloride is converted to 2-bromo-(2-bromomethylphenyl)acetyl chloride. This is added dropwise to a solution of 78.6 g of t-butyl alcohol in 120 ml of ether and cooled at 0° C. Finally 26.4 g of pyridine is added. After a few minutes, the precipitated solids are filtered and washed with ether. The filtrate is washed s... The reactants are BrC1=CC=C(C=C1)C=1N(CC(N1)(C(F)(F)F)O)C1=CC(=C(C=C1)S(=O)(=O)C)F (2-(4-bromophenyl)-1-[3-fluoro-4-(methylsulfonyl)phenyl]-4-hydroxy-4-trifluoromethyl-4,5-dihydro-1H-imidazole), O.C1(=CC=C(C=C1)S(=O)(=O)O)C (p-toluenesulfonic acid monohydrate). Solvent: C1(=CC=CC=C1)C (toluene). Product: BrC1=CC=C(C=C1)C=1N(C=C(N1)C(F)(F)F)C1=CC(=C(C=C1)S(=O)(=O)C)F (2-(4-Bromophenyl)-1-[3-fluoro-4-(methylsulfonyl)phenyl]-4-trifluoromethyl-1H-imidazole). Isolated yield 51.7%. RXN SMILES: [Br:1][C:2]1[CH:7]=[CH:6][C:5]([C:8]2[N:9]([C:18]3[CH:23]=[CH:22][C:21]([S:24]([CH3:27])(=[O:26])=[O:25])=[C:20]([F:28])[CH:19]=3)[CH2:10][C:11](O)([C:13]([F:16])([F:15])[F:14])[N:12]=2)=[CH:4][CH:3]=1.O.C1(C)C=CC(S(O)(=O)=O)=CC=1>C1(C)C=CC=CC=1>[Br:1][C:2]1[CH:7]=[CH:6][C:5]([C:8]2[N:9]([C:18]3[CH:23]=[CH:22][C:21]([S:24]([CH3:27])(=[O:25])=[O:26])=[C:20]([F:28])[CH:19]=3)[CH:10]=[C:11]([C:13]([F:15])([F:14])[F:16])[N:12]=2)=[CH:4][CH:3]=1 |f:1.2|. Procedure details: A mixture of 2-(4-bromophenyl)-1-[3-fluoro-4-(methylsulfonyl)phenyl]-4-hydroxy-4-trifluoromethyl-4,5-dihydro-1H-imidazole (3.05 g, 6.33 mmol) and p-toluenesulfonic acid monohydrate (0.300 g) in toluene (250 mL) was heated to reflux for 21 hours. The reaction mixture was cooled and the solvent removed under reduced pressure. The crude residue was redissolved in methylene chloride (150 mL) and the whole washed with water, aqueous NaHCO3 (50 mL), and brine. After dried over MgSO4, and concentrated ...